This data is from the Open Reaction Database (ORD), a public repository of structured organic reaction records. The task is: describe an organic reaction: reactants, conditions, products, and yield Reactants: BrB(Br)Br, CO, COc1cccc(-c2cc(=O)n(C)c3ncccc23)c1, ClCCl. The product is Cn1c(=O)cc(-c2cccc(O)c2)c2cccnc21. Reaction SMILES: [B:1]([Br:2])([Br:3])[Br:4].[CH3:28][OH:29].[CH3:8][O:9][c:10]1[cH:11][c:12](-[c:16]2[cH:17][c:18](=[O:27])[n:19]([CH3:26])[c:20]3[n:21][cH:22][cH:23][cH:24][c:25]23)[cH:13][cH:14][cH:15]1.[Cl:5][CH2:6][Cl:7]>>[OH:9][c:10]1[cH:11][c:12](-[c:16]2[cH:17][c:18](=[O:27])[n:19]([CH3:26])[c:20]3[n:21][cH:22][cH:23][cH:24][c:25]23)[cH:13][cH:14][cH:15]1. Reactants: CCOC(=O)CC(c1ccc2c(c1)OCC2)N1CCC(CCCC2(C)OCCO2)C1=O, CC(C)=O, CCOC(C)=O. Yields the product CCOC(=O)CC(c1ccc2c(c1)OCC2)N1CCC(CCCC(C)=O)C1=O. As a reaction SMILES: [CH2:1]([CH3:2])[O:3][C:4]([CH2:5][CH:6]([N:7]1[C:8](=[O:21])[CH:9]([CH2:12][CH2:13][CH2:14][C:15]2([CH3:20])[O:16][CH2:19][CH2:18][O:17]2)[CH2:10][CH2:11]1)[c:22]1[cH:23][c:24]2[c:25]([cH:29][cH:30]1)[CH2:26][CH2:27][O:28]2)=[O:31].[CH3:32][C:33](=[O:34])[CH3:35].[CH3:36][CH2:37][O:38][C:39]([CH3:40])=[O:41]>>[CH2:1]([CH3:2])[O:3][C:4]([CH2:5][CH:6]([N:7]1[C:8](=[O:21])[CH:9]([CH2:12][CH2:13][CH2:14][C:15](=[O:16])[CH3:20])[CH2:10][CH2:11]1)[c:22]1[cH:23][c:24]2[c:25]([cH:29][cH:30]1)[CH2:26][CH2:27][O:28]2)=[O:31]. Reactants: CC(C)(C)OC(=O)OC(C)(C)C, CCCCc1nnc(OCC2CCNCC2O)cc1-c1ccc(OC2CCCCC2)cc1, ClCCl, Cl, Cl, [Na+], O=C([O-])O. Product: CCCCc1nnc(OCC2CCN(C(=O)OC(C)(C)C)CC2O)cc1-c1ccc(OC2CCCCC2)cc1. Reaction SMILES: [C:35]([O:36][C:37]([CH3:38])([CH3:39])[CH3:40])([O:41][C:43]([CH3:44])([CH3:45])[CH3:46])=[O:42].[CH2:3]([CH2:4][CH2:5][CH3:6])[c:7]1[c:8](-[c:22]2[cH:23][cH:24][c:25]([O:28][CH:29]3[CH2:30][CH2:31][CH2:32][CH2:33][CH2:34]3)[cH:26][cH:27]2)[cH:9][c:10]([O:13][CH2:14][CH:15]2[CH:16]([OH:21])[CH2:17][NH:18][CH2:19][CH2:20]2)[n:11][n:12]1.[Cl:47][CH2:48][Cl:49].[ClH:1].[ClH:2].[Na+:54].[O-:50][C:51]([OH:52])=[O:53]>>[CH2:3]([CH2:4][CH2:5][CH3:6])[c:7]1[c:8](-[c:22]2[cH:23][cH:24][c:25]([O:28][CH:29]3[CH2:30][CH2:31][CH2:32][CH2:33][CH2:34]3)[cH:26][cH:27]2)[cH:9][c:10]([O:13][CH2:14][CH:15]2[CH:16]([OH:21])[CH2:17][N:18]([C:35]([O:36][C:37]([CH3:38])([CH3:39])[CH3:40])=[O:41])[CH2:19][CH2:20]2)[n:11][n:12]1. Starting materials: C(C)(=O)OCC (ethyl acetate), N(=[N+]=[N-])C(C)C=1C=C(C=2C=CC=NC2C1C1=CC(=CC=C1)F)C#N (7-(1-azidoethyl)-8-(3-fluorophenyl)quinoline-5-carbonitrile), O (water), CP(C)C (trimethylphosphine). Solvent: O1CCCC1 (tetrahydrofuran), O1CCCC1 (tetrahydrofuran). Conditions: time 1 hour. Yields the product NC(C)C=1C=C(C=2C=CC=NC2C1C1=CC(=CC=C1)F)C#N (7-(1-Aminoethyl)-8-(3-fluorophenyl)quinoline-5-carbonitrile). Reaction SMILES: [N:1]([CH:4]([C:6]1[CH:7]=[C:8]([C:23]#[N:24])[C:9]2[CH:10]=[CH:11][CH:12]=[N:13][C:14]=2[C:15]=1[C:16]1[CH:21]=[CH:20][CH:19]=[C:18]([F:22])[CH:17]=1)[CH3:5])=[N+]=[N-].O.CP(C)C.C(OCC)(=O)C>O1CCCC1>[NH2:1][CH:4]([C:6]1[CH:7]=[C:8]([C:23]#[N:24])[C:9]2[CH:10]=[CH:11][CH:12]=[N:13][C:14]=2[C:15]=1[C:16]1[CH:21]=[CH:20][CH:19]=[C:18]([F:22])[CH:17]=1)[CH3:5]. Procedure details: To a stirred solution of 7-(1-azidoethyl)-8-(3-fluorophenyl)quinoline-5-carbonitrile (0.020 g, 0.063 mmol) in tetrahydrofuran (0.2 mL) and water (0.0455 mL, 2.52 mmol) was added 1.0 M trimethylphosphine in tetrahydrofuran (0.076 mL, 0.076 mmol) at room temperature and the mixture was stirred at room temperature for 1 hour. To the mixture was added ethyl acetate and the mixture was extracted with 1 N HCl two times. The combined extracts were neutralized with solid sodium bicarbonate, and extracte... Starting materials: OS(=O)(=O)O (H2SO4), BrC1=C(C(=O)O)C=C(C(=C1)C)OC (2-bromo-5-methoxy-4-methylbenzoic acid), CO (MeOH), [OH-].[Na+] (NaOH). Reaction conditions: temperature 70 celsius. Yields the product BrC1=C(C(=O)OC)C=C(C(=C1)C)OC (methyl 2-bromo-5-methoxy-4-methylbenzoate). As a reaction SMILES: OS(O)(=O)=O.[Br:6][C:7]1[CH:15]=[C:14]([CH3:16])[C:13]([O:17][CH3:18])=[CH:12][C:8]=1[C:9]([OH:11])=[O:10].[OH-].[Na+].[CH3:21]O>>[Br:6][C:7]1[CH:15]=[C:14]([CH3:16])[C:13]([O:17][CH3:18])=[CH:12][C:8]=1[C:9]([O:11][CH3:21])=[O:10] |f:2.3|. Procedure: H2SO4 (0.5 mL, 9.3 mmol) was added to a suspension of 2-bromo-5-methoxy-4-methylbenzoic acid (4.07 g, 16.6 mmol) in MeOH (40 mL) and the resulting rxn mixture was heated to 70° C. overnight. The rxn mixture was cooled to 0° C. and basified with 1M aq. NaOH (10 mL) to pH 11. The rxn mixture was extracted with DCM and the combined org. layers were dried (MgSO4), filtered and concentrated in vacuo to yield methyl 2-bromo-5-methoxy-4-methylbenzoate as a yellow solid that was used as such in the next... The reactants are CC1CN(C)CCN1, CCSC1=NC(=O)C(=Cc2ccc3c(cnn3Cc3ccc(Cl)cc3C(F)(F)F)c2)S1. Yields the product CC1CN(C)CCN1C1=NC(=O)C(=Cc2ccc3c(cnn3Cc3ccc(Cl)cc3C(F)(F)F)c2)S1. As a reaction SMILES: [CH3:32][N:33]1[CH2:34][CH:35]([CH3:39])[NH:36][CH2:37][CH2:38]1.[Cl:1][c:2]1[cH:3][c:4]([C:28]([F:29])([F:30])[F:31])[c:5]([CH2:6][n:7]2[n:8][cH:9][c:10]3[cH:11][c:12]([CH:16]=[C:17]4[C:18](=[O:25])[N:19]=[C:20]([S:22][CH2:23][CH3:24])[S:21]4)[cH:13][cH:14][c:15]23)[cH:26][cH:27]1>>[Cl:1][c:2]1[cH:3][c:4]([C:28]([F:29])([F:30])[F:31])[c:5]([CH2:6][n:7]2[n:8][cH:9][c:10]3[cH:11][c:12]([CH:16]=[C:17]4[C:18](=[O:25])[N:19]=[C:20]([N:36]5[CH:35]([CH3:39])[CH2:34][N:33]([CH3:32])[CH2:38][CH2:37]5)[S:21]4)[cH:13][cH:14][c:15]23)[cH:26][cH:27]1. Starting materials: C(CCCCCC)C1=C(C=CC=C1)C=CC(=O)C1=C(C=C(C=C1)OCC=C(C)C)O (2-n-heptyl-2'-hydroxy-4'-(3-methyl-2-butenyloxy)chalcone), [H-].[Na+] (sodium hydride), BrCC(=O)OCC (ethyl bromoacetate). Solvent: CN(C)C=O (DMF), CN(C)C=O (DMF). Product: C(C)OC(=O)COC1=C(C(C=CC2=C(C=CC=C2)CCCCCCC)=O)C=CC(=C1)OCC=C(C)C (2'-ethoxycarbonylmethoxy-2-n-heptyl-4'-(3-methyl-2-butenyloxy)-chalcone). Yield: 53.9%. Reaction SMILES: [H-].[Na+].[CH2:3]([C:10]1[CH:15]=[CH:14][CH:13]=[CH:12][C:11]=1[CH:16]=[CH:17][C:18]([C:20]1[CH:25]=[CH:24][C:23]([O:26][CH2:27][CH:28]=[C:29]([CH3:31])[CH3:30])=[CH:22][C:21]=1[OH:32])=[O:19])[CH2:4][CH2:5][CH2:6][CH2:7][CH2:8][CH3:9].Br[CH2:34][C:35]([O:37][CH2:38][CH3:39])=[O:36]>CN(C=O)C>[CH2:38]([O:37][C:35]([CH2:34][O:32][C:21]1[CH:22]=[C:23]([O:26][CH2:27][CH:28]=[C:29]([CH3:31])[CH3:30])[CH:24]=[CH:25][C:20]=1[C:18](=[O:19])[CH:17]=[CH:16][C:11]1[CH:12]=[CH:13][CH:14]=[CH:15][C:10]=1[CH2:3][CH2:4][CH2:5][CH2:6][CH2:7][CH2:8][CH3:9])=[O:36])[CH3:39] |f:0.1|. Procedure: To a suspension of 310 mg of 60% oily sodium hydride in 10 ml of dry DMF was added dropwise a solution of 2.8 g of 2-n-heptyl-2'-hydroxy-4'-(3-methyl-2-butenyloxy)chalcone in 10 ml of DMF with ice cooling. Then, 1.2 g of ethyl bromoacetate was added, and the mixture was stirred at room temperature for an hour. After neutralization with dilute hydrochloric acid, the mixture was extracted with ethyl acetate. The organic layer was washed with water and dried, and the solvent was evaporated under re...